This data is from the Open Reaction Database (ORD), a public repository of structured organic reaction records. The task is: describe an organic reaction: reactants, conditions, products, and yield The reactants are O=C(n1ccnc1)n1ccnc1, CN(C)C=O, NS(=O)(=O)C1CC1, CN(C)c1ccc(-c2cccc(C3Nc4c(cc(Cl)cc4C(=O)O)CC3(C)C)c2)cc1, [H-], [Na+]. RXN SMILES: [C:41]([n:42]1[cH:43][cH:44][n:45][cH:46]1)([n:47]1[cH:48][cH:49][n:50][cH:51]1)=[O:52].[CH3:53][N:54]([CH3:55])[CH:56]=[O:57].[CH:3]1([S:6](=[O:7])(=[O:8])[NH2:9])[CH2:4][CH2:5]1.[Cl:10][c:11]1[cH:12][c:13]2[c:18]([c:19]([C:21](=[O:22])[OH:23])[cH:20]1)[NH:17][CH:16]([c:24]1[cH:25][c:26](-[c:30]3[cH:31][cH:32][c:33]([N:36]([CH3:37])[CH3:38])[cH:34][cH:35]3)[cH:27][cH:28][cH:29]1)[C:15]([CH3:39])([CH3:40])[CH2:14]2.[H-:1].[Na+:2]>>[CH:3]1([S:6](=[O:7])(=[O:8])[NH:9][C:21]([c:19]2[c:18]3[c:13]([cH:12][c:11]([Cl:10])[cH:20]2)[CH2:14][C:15]([CH3:39])([CH3:40])[CH:16]([c:24]2[cH:25][c:26](-[c:30]4[cH:31][cH:32][c:33]([N:36]([CH3:37])[CH3:38])[cH:34][cH:35]4)[cH:27][cH:28][cH:29]2)[NH:17]3)=[O:22])[CH2:4][CH2:5]1. Yields the product CN(C)c1ccc(-c2cccc(C3Nc4c(cc(Cl)cc4C(=O)NS(=O)(=O)C4CC4)CC3(C)C)c2)cc1.